Dataset: the Open Reaction Database (ORD), a public repository of structured organic reaction records. Task: describe an organic reaction: reactants, conditions, products, and yield Starting materials: CCc1ccc(C(Oc2ccc3c(cnn3-c3ccc(F)cc3)c2)C(C)N)cc1, CC(C)C(=O)Cl. Yields the product CCc1ccc(C(Oc2ccc3c(cnn3-c3ccc(F)cc3)c2)C(C)NC(=O)C(C)C)cc1. Reaction SMILES: [CH2:1]([CH3:2])[c:3]1[cH:4][cH:5][c:6]([CH:9]([CH:10]([CH3:11])[NH2:12])[O:13][c:14]2[cH:15][c:16]3[cH:17][n:18][n:19](-[c:23]4[cH:24][cH:25][c:26]([F:29])[cH:27][cH:28]4)[c:20]3[cH:21][cH:22]2)[cH:7][cH:8]1.[CH3:30][CH:31]([C:32](=[O:33])[Cl:34])[CH3:35]>>[CH2:1]([CH3:2])[c:3]1[cH:4][cH:5][c:6]([CH:9]([CH:10]([CH3:11])[NH:12][C:32]([CH:31]([CH3:30])[CH3:35])=[O:33])[O:13][c:14]2[cH:15][c:16]3[cH:17][n:18][n:19](-[c:23]4[cH:24][cH:25][c:26]([F:29])[cH:27][cH:28]4)[c:20]3[cH:21][cH:22]2)[cH:7][cH:8]1. The reactants are CC(=CCO)CCCC(C)CCCC(C)CCCC(C)C, C1COCCO1, O, O, O, Oc1cc(O)cc(O)c1. The product is CC(=CCc1c(O)cc(O)cc1O)CCCC(C)CCCC(C)CCCC(C)C. Reaction SMILES: [CH3:1][C:2](=[CH:3][CH2:4][OH:5])[CH2:6][CH2:7][CH2:8][CH:9]([CH2:10][CH2:11][CH2:12][CH:13]([CH2:14][CH2:15][CH2:16][CH:17]([CH3:18])[CH3:19])[CH3:20])[CH3:21].[O:34]1[CH2:35][CH2:36][O:37][CH2:38][CH2:39]1.[OH2:22].[OH2:23].[OH2:33].[c:24]1([OH:32])[cH:25][c:26]([OH:31])[cH:27][c:28]([OH:30])[cH:29]1>>[CH3:1][C:2](=[CH:3][CH2:4][c:29]1[c:24]([OH:32])[cH:25][c:26]([OH:31])[cH:27][c:28]1[OH:30])[CH2:6][CH2:7][CH2:8][CH:9]([CH2:10][CH2:11][CH2:12][CH:13]([CH2:14][CH2:15][CH2:16][CH:17]([CH3:18])[CH3:19])[CH3:20])[CH3:21]. Starting materials: C(=O)([O-])[O-].[Na+].[Na+] (Na2CO3), C(CC)=O (propionaldehyde), COC(N)=O (carbamic acid methyl ester), C(C=C)[Si](C)(C)C (allyl trimethyl silane), B(F)(F)F.CCOCC (boron trifluoride etherate). Solvent: C(C)#N (acetonitrile). Product: COC(NC(CC=C)CC)=O ((1-Ethyl-but-3-enyl)-carbamic acid methyl ester). RXN SMILES: [CH:1](=O)[CH2:2][CH3:3].[CH3:5][O:6][C:7](=[O:9])[NH2:8].[CH2:10]([Si](C)(C)C)[CH:11]=C.B(F)(F)F.[CH3:21]COCC.C([O-])([O-])=O.[Na+].[Na+]>C(#N)C>[CH3:5][O:6][C:7](=[O:9])[NH:8][CH:2]([CH2:3][CH3:21])[CH2:1][CH:10]=[CH2:11] |f:3.4,5.6.7|. Procedure details: To a cooled solution of 11.6 g (0.2 mol) propionaldehyde, 15 g (0.2 mol) carbamic acid methyl ester and 22.92 g allyl trimethyl silane in 200 ml acetonitrile are added dropwise 28.4 g (0.2 mol) boron trifluoride etherate. After the addition the mixture is neutralised with 10% aqueous Na2CO3 and extracted with EtOAc. The organic phase is washed with water, dried with sodium sulfate, evaporated and distilled at 1 mbar, yielding the title compound as a colorless liquid. The reactants are N1C=CC2=CC(=CC=C12)C=O (1H-indole-5-carbaldehyde), [H-].[Na+] (sodium hydride), [Cl-].[NH4+] (ammonium chloride), CN(C(=O)Cl)C (dimethylcarbamic chloride). Run in CN(C)C=O (DMF). Reaction conditions: temperature 0 celsius, time 2 hour. Product: C(=O)C=1C=C2C=CN(C2=CC1)C(=O)N(C)C (5-formyl-N,N-dimethyl-1H-indole-1-carboxamide). The yield is 97.0%. RXN SMILES: [NH:1]1[C:9]2[C:4](=[CH:5][C:6]([CH:10]=[O:11])=[CH:7][CH:8]=2)[CH:3]=[CH:2]1.[H-].[Na+].[CH3:14][N:15]([CH3:19])[C:16](Cl)=[O:17].[Cl-].[NH4+]>CN(C=O)C>[CH:10]([C:6]1[CH:5]=[C:4]2[C:9](=[CH:8][CH:7]=1)[N:1]([C:16]([N:15]([CH3:19])[CH3:14])=[O:17])[CH:2]=[CH:3]2)=[O:11] |f:1.2,4.5|. Procedure: To a stirred solution of 1H-indole-5-carbaldehyde (0.87 g, 6 mmol) in anhydrous DMF (10 mL) was added sodium hydride (60% dispersion in mineral oil, 0.36 g, 9 mmol) portionwise at 0° C. under argon. The reaction mixture was stirred at 0° C. for 10 min and rt for 20 min before dimethylcarbamic chloride was added dropwise at 0° C. After the reaction mixture was stirred at 0° C. for 10 min and rt for 2 hr, saturated ammonium chloride aqueous solution (10 mL) was added to quench the reaction. The re... Reactants: CC(C)(C)[Si](C)(C)Cl, C1CCOC1, COC(=O)C1(c2onc(-c3ccc(O)cc3)c2-c2ccccc2)CC1, c1c[nH]cn1. The product is COC(=O)C1(c2onc(-c3ccc(O[Si](C)(C)C(C)(C)C)cc3)c2-c2ccccc2)CC1. RXN SMILES: [C:31]([CH3:32])([CH3:33])([CH3:34])[Si:35]([CH3:36])([CH3:37])[Cl:38].[CH2:39]1[O:40][CH2:41][CH2:42][CH2:43]1.[CH3:6][O:7][C:8](=[O:9])[C:10]1([c:13]2[c:14](-[c:25]3[cH:26][cH:27][cH:28][cH:29][cH:30]3)[c:15](-[c:18]3[cH:19][cH:20][c:21]([OH:24])[cH:22][cH:23]3)[n:16][o:17]2)[CH2:11][CH2:12]1.[nH:1]1[cH:2][cH:3][n:4][cH:5]1>>[CH3:6][O:7][C:8](=[O:9])[C:10]1([c:13]2[c:14](-[c:25]3[cH:26][cH:27][cH:28][cH:29][cH:30]3)[c:15](-[c:18]3[cH:19][cH:20][c:21]([O:24][Si:35]([C:31]([CH3:32])([CH3:33])[CH3:34])([CH3:36])[CH3:37])[cH:22][cH:23]3)[n:16][o:17]2)[CH2:11][CH2:12]1. Reactants: CCOC(C)=O, CC=Cc1c(N)ccc2c1OC(COS(=O)(=O)c1ccc(C)cc1)CO2, CCN(C(C)C)C(C)C, COC(=O)Cl. Yields the product CC=Cc1c(NC(=O)OC)ccc2c1OC(COS(=O)(=O)c1ccc(C)cc1)CO2. As a reaction SMILES: [CH3:41][CH2:42][O:43][C:44](=[O:45])[CH3:46].[CH3:6][c:7]1[cH:8][cH:9][c:10]([S:13](=[O:14])(=[O:15])[O:16][CH2:17][CH:18]2[CH2:19][O:20][c:21]3[c:22]([c:24]([CH:29]=[CH:30][CH3:31])[c:25]([NH2:28])[cH:26][cH:27]3)[O:23]2)[cH:11][cH:12]1.[CH:32]([N:33]([CH2:34][CH3:35])[CH:36]([CH3:37])[CH3:38])([CH3:39])[CH3:40].[Cl:1][C:2](=[O:3])[O:4][CH3:5]>>[C:2](=[O:3])([O:4][CH3:5])[NH:28][c:25]1[c:24]([CH:29]=[CH:30][CH3:31])[c:22]2[c:21]([cH:27][cH:26]1)[O:20][CH2:19][CH:18]([CH2:17][O:16][S:13]([c:10]1[cH:9][cH:8][c:7]([CH3:6])[cH:12][cH:11]1)(=[O:14])=[O:15])[O:23]2. Starting materials: BrC=1C(=NC=C(C(=O)N[C@H]2[C@@H](CCCC2)O)C1)OCC1CC1 (5-bromo-6-cyclopropylmethoxy-N-((1R,2R)-2-hydroxy-cyclohexyl)-nicotinamide), C(=O)(OCC)CCC1=CC=C(C=C1)B(O)O (4-(2-carbethoxyethyl)benzene-boronic acid). Product: C1(CC1)COC1=NC=C(C=C1C1=CC=C(C=C1)CCC(=O)O)C(N[C@H]1[C@@H](CCCC1)O)=O (3-{4-[2-Cyclopropylmethoxy-5-((1R,2R)-2-hydroxy-cyclohexylcarbamoyl)-pyridin-3-yl]-phenyl}-propionic Acid), product. As a reaction SMILES: Br[C:2]1[C:3]([O:18][CH2:19][CH:20]2[CH2:22][CH2:21]2)=[N:4][CH:5]=[C:6]([CH:17]=1)[C:7]([NH:9][C@@H:10]1[CH2:15][CH2:14][CH2:13][CH2:12][C@H:11]1[OH:16])=[O:8].[C:23]([CH2:28][CH2:29][C:30]1[CH:35]=[CH:34][C:33](B(O)O)=[CH:32][CH:31]=1)([O:25]CC)=[O:24]>>[CH:20]1([CH2:19][O:18][C:3]2[C:2]([C:33]3[CH:34]=[CH:35][C:30]([CH2:29][CH2:28][C:23]([OH:25])=[O:24])=[CH:31][CH:32]=3)=[CH:17][C:6]([C:7](=[O:8])[NH:9][C@@H:10]3[CH2:15][CH2:14][CH2:13][CH2:12][C@H:11]3[OH:16])=[CH:5][N:4]=2)[CH2:22][CH2:21]1. Procedure details: The title compound was synthesized in analogy to the procedure described for the preparation of Example 31c, using 5-bromo-6-cyclopropylmethoxy-N-((1R,2R)-2-hydroxy-cyclohexyl)-nicotinamide and 4-(2-carbethoxyethyl)benzene-boronic acid (commercially available) as starting materials to give the product as white solid, MS (ISP): 437.2 (M−H+).